Dataset: the Open Reaction Database (ORD), a public repository of structured organic reaction records. Task: describe an organic reaction: reactants, conditions, products, and yield Reactants: C(C)(=O)O (acetic acid), COC(C1=C(C=C(C=C1)S(=O)(=O)Cl)[N+](=O)[O-])=O (Methyl-4-chlorosulfonyl-2-nitrobenzoate), N1=CC=CC=C1 (pyridine), NC1=CC(=C(C2=CC=CC=C12)O)C(=O)NCCCCOC1=C(C=C(C=C1)C(C)(C)CC)C(C)(C)CC (4-Amino-N-[4-(2,4-di-t-pentylphenoxy)butyl]-1-hydroxy-2-naphthamide). The solvent is C(Cl)Cl (methylene chloride). Run at time 5 hour. Yields the product C(C)(C)(CC)C1=C(OCCCCNC(=O)C2=C(C3=CC=CC=C3C(=C2)NS(=O)(=O)C2=CC(=C(C=C2)C(=O)OC)[N+](=O)[O-])O)C=CC(=C1)C(C)(C)CC (N-[4-(2,4-di-t-pentylphenoxy)butyl]-1-hydroxy-4-(4-methoxycarbonyl-3-nitrobenzenesulfonamido)-2-naphthamide). As a reaction SMILES: [NH2:1][C:2]1[C:11]2[C:6](=[CH:7][CH:8]=[CH:9][CH:10]=2)[C:5]([OH:12])=[C:4]([C:13]([NH:15][CH2:16][CH2:17][CH2:18][CH2:19][O:20][C:21]2[CH:26]=[CH:25][C:24]([C:27]([CH2:30][CH3:31])([CH3:29])[CH3:28])=[CH:23][C:22]=2[C:32]([CH2:35][CH3:36])([CH3:34])[CH3:33])=[O:14])[CH:3]=1.[CH3:37][O:38][C:39](=[O:53])[C:40]1[CH:45]=[CH:44][C:43]([S:46](Cl)(=[O:48])=[O:47])=[CH:42][C:41]=1[N+:50]([O-:52])=[O:51].N1C=CC=CC=1.C(O)(=O)C>C(Cl)Cl>[C:32]([C:22]1[CH:23]=[C:24]([C:27]([CH2:30][CH3:31])([CH3:28])[CH3:29])[CH:25]=[CH:26][C:21]=1[O:20][CH2:19][CH2:18][CH2:17][CH2:16][NH:15][C:13]([C:4]1[CH:3]=[C:2]([NH:1][S:46]([C:43]2[CH:44]=[CH:45][C:40]([C:39]([O:38][CH3:37])=[O:53])=[C:41]([N+:50]([O-:52])=[O:51])[CH:42]=2)(=[O:47])=[O:48])[C:11]2[C:6](=[CH:7][CH:8]=[CH:9][CH:10]=2)[C:5]=1[OH:12])=[O:14])([CH2:35][CH3:36])([CH3:34])[CH3:33]. Procedure details: 4-Amino-N-[4-(2,4-di-t-pentylphenoxy)butyl]-1-hydroxy-2-naphthamide (11.7 g, 23.8 mmoles) was dissolved in methylene chloride (300 ml) under nitrogen and reacted with intermediate (B) (6.7 g, 25.2 mmoles) in the presence of pyridine (2.0 g). After 5 hours of stirring at room temperature, acetic acid (2 ml) was added and the mixture was evaporated to dryness. Trituration of the residue gave a solid which was collected by filtration and recrystallized from ethanol; yield, 8.0 g (46.8 percent). The reactants are C(C)(C)(CC)C1=CC=C(C=C1)C=C(C=O)C (3-(p-tert.amyl-phenyl)-2-methyl-acrolein), [OH-].[Ca+2].[OH-] (calcium hydroxide), [H][H] (hydrogen). The reagents and catalysts are [Pd] (palladium/carbon). The product is C(C)(C)(CC)C1=CC=C(C=C1)CC(C=O)C (3-(p-tert.amyl-phenyl)-2-methyl-propionaldehyde). Reaction SMILES: [C:1]([C:6]1[CH:11]=[CH:10][C:9]([CH:12]=[C:13]([CH3:16])[CH:14]=[O:15])=[CH:8][CH:7]=1)([CH2:4][CH3:5])([CH3:3])[CH3:2].[OH-].[Ca+2].[OH-].[H][H]>[Pd]>[C:1]([C:6]1[CH:7]=[CH:8][C:9]([CH2:12][CH:13]([CH3:16])[CH:14]=[O:15])=[CH:10][CH:11]=1)([CH2:4][CH3:5])([CH3:2])[CH3:3] |f:1.2.3|. Reported procedure: A mixture of 110 g of 3-(p-tert.amyl-phenyl)-2-methyl-acrolein, 4.75 g of 5% palladium/carbon and 0.390 g of calcium hydroxide is flushed with nitrogen and a solution of 7.6 ml of water in 285 ml of methanol is added. The mixture is hydrogenated at room temperature until 1 mol of hydrogen has been taken up. The catalyst is filtered the filtrate is evaporated and the residue is distilled. There is obtained pure 3-(p-tert.amyl-phenyl)-2-methyl-propionaldehyde of boiling point 109°-111° C./0.06 Tor... The reactants are Cc1cccc(C)c1NC(=O)CN1CCN(C(=O)OCc2ccccc2)CC1=O, CO, [H][H]. Yields the product Cc1cccc(C)c1NC(=O)CN1CCNCC1=O. Reaction SMILES: [CH3:1][c:2]1[c:3]([NH:9][C:10](=[O:11])[CH2:12][N:13]2[C:14](=[O:29])[CH2:15][N:16]([C:19]([O:20][CH2:21][c:22]3[cH:23][cH:24][cH:25][cH:26][cH:27]3)=[O:28])[CH2:17][CH2:18]2)[c:4]([CH3:8])[cH:5][cH:6][cH:7]1.[CH3:32][OH:33].[H:30][H:31]>>[CH3:1][c:2]1[c:3]([NH:9][C:10](=[O:11])[CH2:12][N:13]2[C:14](=[O:29])[CH2:15][NH:16][CH2:17][CH2:18]2)[c:4]([CH3:8])[cH:5][cH:6][cH:7]1. Yields the product C(C)(C)C1NC2(CO1)CCOCC2 (2-isopropyl-1-aza-3,8-dioxaspiro[4.5]decane). Procedure details: 2-Methyl-4-nitroaniline was converted to the 2-methyl-4-nitroformanilide according to Method A3a, Step 1. The formanilide was converted to 2-methyl-4-nitrophenyl isocyanide dichloride according to Method A3a, Step 2. 4-Aminotetrahydro-2H-pyran4-carboxylic acid was converted to the methyl ester according to Method B1b, Step 1. Methyl 4-aminotetrahydro-2H-pyran-4-carboxylate was reduced to 4-amino-4-(hydroxymethyl)tetrahydro-2H-pyran according to Method B1b, Step 2. The 2-hydroxyethylamine was rea... The reactants are CC1=C(N)C=CC(=C1)[N+](=O)[O-] (2-Methyl-4-nitroaniline), NC1(CCOCC1)C(=O)O (4-Aminotetrahydro-2H-pyran4-carboxylic acid), 2-methyl-4-nitrophenyl isocyanide dichloride, NC1(CCOCC1)CO (4-amino-4-(hydroxymethyl)tetrahydro-2H-pyran), OCCN (2-hydroxyethylamine), C(C(C)C)=O (isobutyraldehyde), NC1(CCOCC1)C(=O)OC (Methyl 4-aminotetrahydro-2H-pyran-4-carboxylate), 2-methyl-4-nitroformanilide, C(=O)NC1=CC=CC=C1 (formanilide), methyl ester. Reaction SMILES: [CH3:1][C:2]1[CH:8]=C([N+]([O-])=O)C=C[C:3]=1N.C(NC1C=CC=CC=1)=O.[NH2:21][C:22]1([C:28]([OH:30])=O)[CH2:27][CH2:26][O:25][CH2:24][CH2:23]1.NC1(C(OC)=O)CCOCC1.NC1(CO)CCOCC1.OCCN.C(=O)C(C)C>>[CH:2]([CH:8]1[O:30][CH2:28][C:22]2([CH2:23][CH2:24][O:25][CH2:26][CH2:27]2)[NH:21]1)([CH3:3])[CH3:1]. Reactants: C1(=CC=CC=C1)CCS(=O)(=O)N1CCC(CC1)CN (C-[1-(2-phenyl-ethanesulfonyl)-piperidin-4-yl]-methylamine), ClC1=NC=CC(=N1)C (2-chloro-4-methyl-pyrimidine). The product is CC1=NC(=NC=C1)NCC1CCN(CC1)S(=O)(=O)CCC1=CC=CC=C1 ((4-Methyl-pyrimidin-2-yl)-[1-(2-phenyl-ethanesulfonyl)-piperidin-4-ylmethyl]-amine). Reaction SMILES: [C:1]1([CH2:7][CH2:8][S:9]([N:12]2[CH2:17][CH2:16][CH:15]([CH2:18][NH2:19])[CH2:14][CH2:13]2)(=[O:11])=[O:10])[CH:6]=[CH:5][CH:4]=[CH:3][CH:2]=1.Cl[C:21]1[N:26]=[C:25]([CH3:27])[CH:24]=[CH:23][N:22]=1>>[CH3:27][C:25]1[CH:24]=[CH:23][N:22]=[C:21]([NH:19][CH2:18][CH:15]2[CH2:14][CH2:13][N:12]([S:9]([CH2:8][CH2:7][C:1]3[CH:6]=[CH:5][CH:4]=[CH:3][CH:2]=3)(=[O:10])=[O:11])[CH2:17][CH2:16]2)[N:26]=1. Procedure details: EXAMPLE 94 was prepared from C-[1-(2-phenyl-ethanesulfonyl)-piperidin-4-yl]-methylamine and 2-chloro-4-methyl-pyrimidine: MS (m+1)=375.5. Starting materials: Cc1cn(CCO)c2ccccc12, CO, O, O=C(O)C(F)(F)F, O=C(O)C(=O)O, c1ccncc1. Yields the product Cc1cn(CC=O)c2ccccc12. RXN SMILES: [CH3:1][c:2]1[cH:3][n:4]([CH2:11][CH2:12][OH:13])[c:5]2[cH:6][cH:7][cH:8][cH:9][c:10]12.[CH3:33][OH:34].[OH2:35].[OH:14][C:15]([C:16]([F:17])([F:18])[F:19])=[O:20].[OH:27][C:28]([C:29](=[O:30])[OH:31])=[O:32].[cH:21]1[cH:22][cH:23][n:24][cH:25][cH:26]1>>[CH3:1][c:2]1[cH:3][n:4]([CH2:11][CH:12]=[O:13])[c:5]2[cH:6][cH:7][cH:8][cH:9][c:10]12.